From a dataset of the Open Reaction Database (ORD), a public repository of structured organic reaction records. describe an organic reaction: reactants, conditions, products, and yield Starting materials: CCOC(=O)COc1ccc(Sc2cc(C#CCN3CCOCC3)cc(OCC(CC)CC)c2)cc1C, CCO, Cl, [Na+], [OH-]. Yields the product CCC(CC)COc1cc(C#CCN2CCOCC2)cc(Sc2ccc(OCC(=O)O)c(C)c2)c1. Reaction SMILES: [CH2:1]([CH3:2])[O:3][C:4]([CH2:5][O:6][c:7]1[c:8]([CH3:36])[cH:9][c:10]([S:13][c:14]2[cH:15][c:16]([O:29][CH2:30][CH:31]([CH2:32][CH3:33])[CH2:34][CH3:35])[cH:17][c:18]([C:20]#[C:21][CH2:22][N:23]3[CH2:24][CH2:25][O:26][CH2:27][CH2:28]3)[cH:19]2)[cH:11][cH:12]1)=[O:37].[CH3:41][CH2:42][OH:43].[ClH:40].[Na+:39].[OH-:38]>>[O:3]=[C:4]([CH2:5][O:6][c:7]1[c:8]([CH3:36])[cH:9][c:10]([S:13][c:14]2[cH:15][c:16]([O:29][CH2:30][CH:31]([CH2:32][CH3:33])[CH2:34][CH3:35])[cH:17][c:18]([C:20]#[C:21][CH2:22][N:23]3[CH2:24][CH2:25][O:26][CH2:27][CH2:28]3)[cH:19]2)[cH:11][cH:12]1)[OH:37]. Starting materials: FC(S(=O)(=O)OS(=O)(=O)C(F)(F)F)(F)F (trifluoromethanesulfonic anhydride), N1C(C=CC=C1)=O (Pyridone), N1=C(C=CC=C1C)C (2,6-lutidine), ClCCl (dichloromethane). The reagents and catalysts are CN(C1=CC=NC=C1)C (4-dimethylaminopyridine). Run at time 2.5 hour. Product: COC=1N=C2C(=CC=NC2=CC1)OS(=O)(=O)C(F)(F)F (1,1,1-Trifluoro-methanesulfonic acid 6-methoxy-[1,5]naphthyridin-4-yl ester). RXN SMILES: [NH:1]1[CH:6]=[CH:5][CH:4]=[CH:3][C:2]1=[O:7].[N:8]1C(C)=C[CH:11]=[CH:10][C:9]=1C.[F:16][C:17]([F:30])([F:29])[S:18]([O:21]S(C(F)(F)F)(=O)=O)(=[O:20])=[O:19].Cl[CH2:32]Cl>CN(C)C1C=CN=CC=1>[CH3:32][O:7][C:2]1[N:1]=[C:6]2[C:5](=[CH:4][CH:3]=1)[N:8]=[CH:9][CH:10]=[C:11]2[O:21][S:18]([C:17]([F:30])([F:29])[F:16])(=[O:20])=[O:19]. Reported procedure: Pyridone (1a) (10 g, 0.057 mol) in dichloromethane (200 mL) containing 2,6-lutidine (9.94 mL, 0.086 mol) and 4-dimethylaminopyridine (0.07 g, 0.0057 mol) was cooled in ice and treated with trifluoromethanesulfonic anhydride (10.5 mL, 0.063 mol). After stirring for 2.5 hours the mixture was washed with saturated ammonium chloride solution, dried, evaporated and purified on silica gel (dichloromethane) to give a solid (13.2 g). Reactants: COC(=O)C=Cc1ccc(NC(=O)OCc2ccccc2)cc1F, CC(C)C[Al+]CC(C)C, C1CCOC1, CCOC(C)=O, [H-], O=C(O)CC(O)(CC(=O)O)C(=O)O. Product: O=C(Nc1ccc(C=CCO)c(F)c1)OCc1ccccc1. Reaction SMILES: [CH2:11]([c:12]1[cH:13][cH:14][cH:15][cH:16][cH:17]1)[O:18][C:19](=[O:20])[NH:21][c:22]1[cH:23][c:24]([F:34])[c:25]([CH:28]=[CH:29][C:30](=[O:31])[O:32][CH3:33])[cH:26][cH:27]1.[CH2:2]([Al+:3][CH2:4][CH:5]([CH3:6])[CH3:7])[CH:8]([CH3:9])[CH3:10].[CH2:54]1[O:55][CH2:56][CH2:57][CH2:58]1.[CH3:48][CH2:49][O:50][C:51](=[O:52])[CH3:53].[H-:1].[OH:35][C:36]([CH2:37][C:38]([C:39](=[O:40])[OH:41])([CH2:42][C:43](=[O:44])[OH:45])[OH:46])=[O:47]>>[CH2:11]([c:12]1[cH:13][cH:14][cH:15][cH:16][cH:17]1)[O:18][C:19](=[O:20])[NH:21][c:22]1[cH:23][c:24]([F:34])[c:25]([CH:28]=[CH:29][CH2:30][OH:31])[cH:26][cH:27]1. Starting materials: COC(=O)CBr, O=C([O-])[O-], CCOC(C)=O, COc1cc2c(Nc3ccc(Cl)c(Cl)c3)ncnc2cc1O, [K+], [K+], CN(C)C=O. Product: COC(=O)COc1cc2ncnc(Nc3ccc(Cl)c(Cl)c3)c2cc1OC. Reaction SMILES: [Br:23][CH2:24][C:25](=[O:26])[O:27][CH3:28].[C:29](=[O:30])([O-:31])[O-:32].[CH3:40][CH2:41][O:42][C:43](=[O:44])[CH3:45].[Cl:1][c:2]1[cH:3][c:4]([NH:9][c:10]2[n:11][cH:12][n:13][c:14]3[cH:15][c:16]([OH:22])[c:17]([O:20][CH3:21])[cH:18][c:19]23)[cH:5][cH:6][c:7]1[Cl:8].[K+:33].[K+:34].[O:35]=[CH:36][N:37]([CH3:38])[CH3:39]>>[Cl:1][c:2]1[cH:3][c:4]([NH:9][c:10]2[n:11][cH:12][n:13][c:14]3[cH:15][c:16]([O:22][CH2:24][C:25](=[O:26])[O:27][CH3:28])[c:17]([O:20][CH3:21])[cH:18][c:19]23)[cH:5][cH:6][c:7]1[Cl:8]. The reactants are CCOC(C)=O, COC(=O)c1ccc(F)c(C)c1, CC(C)(C#N)N=NC(C)(C)C#N, O=C1CCC(=O)N1Br. Product: COC(=O)c1ccc(F)c(CBr)c1. Reaction SMILES: [CH3:33][CH2:34][O:35][C:36]([CH3:37])=[O:38].[F:21][c:22]1[c:23]([CH3:32])[cH:24][c:25]([C:26](=[O:27])[O:28][CH3:29])[cH:30][cH:31]1.[N:9]#[C:10][C:11]([N:12]=[N:13][C:14]([C:15]#[N:16])([CH3:17])[CH3:18])([CH3:19])[CH3:20].[O:1]=[C:2]1[N:3]([Br:8])[C:4](=[O:5])[CH2:6][CH2:7]1>>[Br:8][CH2:32][c:23]1[c:22]([F:21])[cH:31][cH:30][c:25]([C:26](=[O:27])[O:28][CH3:29])[cH:24]1.